Dataset: the Open Reaction Database (ORD), a public repository of structured organic reaction records. Task: describe an organic reaction: reactants, conditions, products, and yield Starting materials: OC=1N=[N+](C2=C(N1)C=CC(=C2)O)[O-] (3,7-dihydroxybenzo[e][1,2,4]triazine 1-oxide), O=P(Cl)(Cl)Cl (POCl3), CN(C)C=O (DMF), ice water. Run at time 30 minute. The product is ClC=1N=[N+](C2=C(N1)C=CC(=C2)O)[O-] (3-chloro-7-hydroxybenzo[e][1,2,4]triazine 1-oxide). Reaction SMILES: O[C:2]1[N:3]=[N+:4]([O-:13])[C:5]2[CH:11]=[C:10]([OH:12])[CH:9]=[CH:8][C:6]=2[N:7]=1.CN(C=O)C.O=P(Cl)(Cl)[Cl:21]>>[Cl:21][C:2]1[N:3]=[N+:4]([O-:13])[C:5]2[CH:11]=[C:10]([OH:12])[CH:9]=[CH:8][C:6]=2[N:7]=1. Reported procedure: 1 g of 3,7-dihydroxybenzo[e][1,2,4]triazine 1-oxide was suspended in POCl3 (20 mL) and DMF (0.1 mL) and stirred at 100° C. for 2 h. The solution was cooled, poured into ice/water (200 mL), stirred for 30 min, filtered, washed with water (3×10 mL) and dried. The reactants are C(C1=CC=CC=C1)OC([C@@H](N(CC1=CC=C(C=C1)C1=C(C=CC=C1)C1=NN=NN1)C(=O)OC)C(C)C)=O (N-Carbomethoxy-N-[(2'-(1H-tetrazol-5-yl)biphenyl-4-yl)methyl]-(L)-valine benzyl ester), C(C1=CC=CC=C1)OC([C@@H](N(CC1=CC=C(C=C1)C1=C(C=CC=C1)C#N)C(=O)OC)C(C)C)=O (N-carbomethoxy-N-[(2 '-cyanobiphenyl-4-yl)methyl]-(L)-valine benzyl ester), C(CCC)[Sn](CCCC)(CCCC)N=[N+]=[N-] (tributyltin azide). The product is C(=O)(O)[C@H](C(C)C)N(CC1=CC=C(C=C1)C1=C(C=CC=C1)C1=NN=NN1)C(=O)OC ((S)-N-(1-Carboxy-2-methyl-prop-1-yl)-N-methoxycarbonyl-N-[2'-(1H-tetrazol-5-yl)biphenyl-4-ylmethyl]-amine). Reaction SMILES: C([O:8][C:9](=[O:37])[C@H:10]([CH:34]([CH3:36])[CH3:35])[N:11]([C:30]([O:32][CH3:33])=[O:31])[CH2:12][C:13]1[CH:18]=[CH:17][C:16]([C:19]2[CH:24]=[CH:23][CH:22]=[CH:21][C:20]=2[C:25]2[NH:29][N:28]=[N:27][N:26]=2)=[CH:15][CH:14]=1)C1C=CC=CC=1.C(OC(=O)[C@H](C(C)C)N(C(OC)=O)CC1C=CC(C2C=CC=CC=2C#N)=CC=1)C1C=CC=CC=1.C([Sn](N=[N+]=[N-])(CCCC)CCCC)CCC>>[C:9]([C@@H:10]([N:11]([C:30]([O:32][CH3:33])=[O:31])[CH2:12][C:13]1[CH:18]=[CH:17][C:16]([C:19]2[CH:24]=[CH:23][CH:22]=[CH:21][C:20]=2[C:25]2[NH:26][N:27]=[N:28][N:29]=2)=[CH:15][CH:14]=1)[CH:34]([CH3:35])[CH3:36])([OH:37])=[O:8]. Procedure details: N-Carbomethoxy-N-[(2'-(1H-tetrazol-5-yl)biphenyl-4-yl)methyl]-(L)-valine benzyl ester starting from 3.21 g of N-carbomethoxy-N-[(2 '-cyanobiphenyl-4-yl)methyl]-(L)-valine benzyl ester and 3.50 g of tributyltin azide and subsequent flash chromatography using the system N6. Amorphous product, TLC (system N6) Rf : 0.26. Reactants: Cl.C(C)OC(C(C(CCC12CC3CC(CC(C1)C3)C2)=O)N)=O (5-Adamantan-1-yl-2-amino-3-oxo-pentanoic acid ethyl ester hydrochloride), CC1=C(C(=O)Cl)C=CC=C1 (2-methylbenzoyl chloride). Solvent: CN(C)C=O (DMF), C1CCOC1 (THF), C1CCOC1 (THF), C1CCOC1 (THF). Product: C(C)OC(C(C(CCC12CC3CC(CC(C1)C3)C2)=O)NC(C2=C(C=CC=C2)C)=O)=O (5-Adamantan-1-yl-2-(2-methyl-benzoylamino)-3-oxo-pentanoic Acid Ethyl Ester). Reaction SMILES: Cl.[CH2:2]([O:4][C:5](=[O:22])[CH:6]([NH2:21])[C:7](=[O:20])[CH2:8][CH2:9][C:10]12[CH2:19][CH:14]3[CH2:15][CH:16]([CH2:18][CH:12]([CH2:13]3)[CH2:11]1)[CH2:17]2)[CH3:3].[CH3:23][C:24]1[CH:32]=[CH:31][CH:30]=[CH:29][C:25]=1[C:26](Cl)=[O:27]>CN(C=O)C.C1COCC1>[CH2:2]([O:4][C:5](=[O:22])[CH:6]([NH:21][C:26](=[O:27])[C:25]1[CH:29]=[CH:30][CH:31]=[CH:32][C:24]=1[CH3:23])[C:7](=[O:20])[CH2:8][CH2:9][C:10]12[CH2:17][CH:16]3[CH2:18][CH:12]([CH2:13][CH:14]([CH2:15]3)[CH2:19]1)[CH2:11]2)[CH3:3] |f:0.1|. Procedure details: 5-Adamantan-1-yl-2-amino-3-oxo-pentanoic acid ethyl ester hydrochloride (prepared using the method of T. W. von Geldem & C. Hutchins et al, J. Med. Chem. 1996, 39, 957) (3.30 g, 10.0 mmol) was suspended in DMF (15 ml) and a solution of 2-methylbenzoyl chloride (1.55 g 10.0 mmol) in THF (15 ml) was added. The mixture was stirred at room temperature and a solution of N,N-diispropylethylamine (3.48 ml 20.0 mmol) in THF (10 ml) was added dropwise over 30 min. After stirring for 2 h the THF was evapo... Reactants: OC1=C(C=NC2=NC(=CC=C12)C(F)(F)F)C(=O)O (4-Hydroxy-7-trifluoromethyl[1,8]-naphthyridine-3-carboxylic acid). The solvent is C1=CC=C(C=C1)C2=CC=CC=C2.C1=CC=C(C=C1)OC2=CC=CC=C2 (Dowtherm A). The product is FC(C1=CC=C2C(=CC=NC2=N1)O)(F)F (7-Trifluoromethyl[1,8]naphthyridin-4-ol). As a reaction SMILES: [OH:1][C:2]1[C:11]2[C:6](=[N:7][C:8]([C:12]([F:15])([F:14])[F:13])=[CH:9][CH:10]=2)[N:5]=[CH:4][C:3]=1C(O)=O>C1C=CC(C2C=CC=CC=2)=CC=1.C1C=CC(OC2C=CC=CC=2)=CC=1>[F:15][C:12]([F:13])([F:14])[C:8]1[N:7]=[C:6]2[C:11]([C:2]([OH:1])=[CH:3][CH:4]=[N:5]2)=[CH:10][CH:9]=1 |f:1.2|. Reported procedure: 4-Hydroxy-7-trifluoromethyl[1,8]-naphthyridine-3-carboxylic acid (14.0 g, 54.2 mmol) was added in portions to refluxing Dowtherm A (250 mL)—Care! Effervescence!—and the mixture was stirred at reflux for 80 min. The mixture was allowed to cool to room temperature, and a buff coloured solid precipitated from solution. The slurry was diluted with diethyl ether (250 mL) and the solid was separated by filtration, was washed with plenty of diethyl ether and was dried. This was 7-trifluoromethyl[1,8]na... Starting materials: Cc1cc(C)c(NCc2nnn(C)n2)c(C)c1, COC(OC)C1(C)Oc2ccc([N+](=O)[O-])cc2C2OC21. Product: COC(OC)C1(C)Oc2ccc([N+](=O)[O-])cc2C(N(Cc2nnn(C)n2)c2c(C)cc(C)cc2C)C1O. As a reaction SMILES: [CH3:21][c:22]1[c:23]([NH:30][CH2:31][c:32]2[n:33][n:34][n:35]([CH3:37])[n:36]2)[c:24]([CH3:29])[cH:25][c:26]([CH3:28])[cH:27]1.[N+:1](=[O:2])([O-:3])[c:4]1[cH:5][cH:6][c:7]2[c:8]([cH:20]1)[CH:9]1[CH:10]([C:11]([CH:13]([O:14][CH3:15])[O:16][CH3:17])([CH3:18])[O:12]2)[O:19]1>>[N+:1](=[O:2])([O-:3])[c:4]1[cH:5][cH:6][c:7]2[c:8]([cH:20]1)[CH:9]([N:30]([c:23]1[c:22]([CH3:21])[cH:27][c:26]([CH3:28])[cH:25][c:24]1[CH3:29])[CH2:31][c:32]1[n:33][n:34][n:35]([CH3:37])[n:36]1)[CH:10]([OH:19])[C:11]([CH:13]([O:14][CH3:15])[O:16][CH3:17])([CH3:18])[O:12]2. Starting materials: [K+], [K+], Nc1c(Nc2cccnc2)c(=O)c1=O, O=C([O-])[O-], CC(Cl)(Cl)C(NC(=O)c1ccc(Cl)cc1)n1nnc2ccccc21. The product is CC(Cl)(Cl)C(NC(=O)c1ccc(Cl)cc1)Nc1c(Nc2cccnc2)c(=O)c1=O. Reaction SMILES: [K+:39].[K+:40].[NH2:1][c:2]1[c:3](=[O:14])[c:4](=[O:13])[c:5]1[NH:6][c:7]1[cH:8][n:9][cH:10][cH:11][cH:12]1.[O-:41][C:42]([O-:43])=[O:44].[n:15]1([CH:24]([C:25]([CH3:26])([Cl:27])[Cl:28])[NH:29][C:30]([c:31]2[cH:32][cH:33][c:34]([Cl:37])[cH:35][cH:36]2)=[O:38])[c:16]2[cH:17][cH:18][cH:19][cH:20][c:21]2[n:22][n:23]1>>[NH:1]([c:2]1[c:3](=[O:14])[c:4](=[O:13])[c:5]1[NH:6][c:7]1[cH:8][n:9][cH:10][cH:11][cH:12]1)[CH:24]([C:25]([CH3:26])([Cl:27])[Cl:28])[NH:29][C:30]([c:31]1[cH:32][cH:33][c:34]([Cl:37])[cH:35][cH:36]1)=[O:38]. Reactants: COC(=O)C=1SC(=CC1NC(=S)NC1=CC(=C(C=C1)OCCN1CCCC1)OC)C1=CC=CC=C1 (3-{3-[3-methoxy-4-(2-pyrrolidin-1-yl-ethoxy)-phenyl]-thioureido}-5-phenyl-thiophene-2-carboxylic acid methyl ester), C([O-])([O-])=O.[K+].[K+] (potassium carbonate), CI (methyl iodide). Solvent: CN(C)C=O (DMF), CN(C)C=O (DMF). Product: COC=1C=C(C=CC1OCCN1CCCC1)N1C(=NC2=C(C1=O)SC(=C2)C2=CC=CC=C2)SC (3-[3-methoxy-4-(2-pyrrolidin-1-ylethoxy)phenyl]-2-(methylthio)-6-phenylthieno[3,2-d]pyrimidin-4(3H)-one). Isolated yield 50.0%. Reaction SMILES: C[O:2][C:3]([C:5]1[S:6][C:7]([C:30]2[CH:35]=[CH:34][CH:33]=[CH:32][CH:31]=2)=[CH:8][C:9]=1[NH:10][C:11]([NH:13][C:14]1[CH:19]=[CH:18][C:17]([O:20][CH2:21][CH2:22][N:23]2[CH2:27][CH2:26][CH2:25][CH2:24]2)=[C:16]([O:28][CH3:29])[CH:15]=1)=[S:12])=O.[C:36](=O)([O-])[O-].[K+].[K+].CI>CN(C=O)C>[CH3:29][O:28][C:16]1[CH:15]=[C:14]([N:13]2[C:3](=[O:2])[C:5]3[S:6][C:7]([C:30]4[CH:35]=[CH:34][CH:33]=[CH:32][CH:31]=4)=[CH:8][C:9]=3[N:10]=[C:11]2[S:12][CH3:36])[CH:19]=[CH:18][C:17]=1[O:20][CH2:21][CH2:22][N:23]1[CH2:24][CH2:25][CH2:26][CH2:27]1 |f:1.2.3|. Procedure: This ester (300 mg, 0.56 mmol) and potassium carbonate (162 mg, 1.17 mmol) were suspended in dry DMF (5 ml) and treated with a solution of methyl iodide (83 mg, 0.59 mmol) in DMF (1 ml). When the addition was complete, the mixture was evaporated. The residue was purified by chromatography on silica gel (eluting with dichloromethane-methanol) giving the title compound in 50% yield; Procedure: Saponification of 6.32 g (40.4 mmol) ethyl 2-isobutylacrylate was carried out 50 ml of 20% aqueous KOH at reflux. The obtained mixture was acidified by aqueous HCl to pH=5-6, and the product was extracted by 2×100 ml of dichloromethane. The organic extract was evaporated to dryness to give 5.13 g (99%) 2-isobutylacrylic acid which was further used without an additional purification. Yields the product C(C(C)C)C(C(=O)O)=C (2-isobutylacrylic acid). Run in [OH-].[K+] (KOH). Isolated yield 99.1%. Reaction SMILES: [CH2:1]([C:5](=[CH2:11])[C:6]([O:8]CC)=[O:7])[CH:2]([CH3:4])[CH3:3].Cl>[OH-].[K+]>[CH2:1]([C:5](=[CH2:11])[C:6]([OH:8])=[O:7])[CH:2]([CH3:4])[CH3:3] |f:2.3|. The reactants are C(C(C)C)C(C(=O)OCC)=C (ethyl 2-isobutylacrylate), Cl (HCl).